From a dataset of the Open Reaction Database (ORD), a public repository of structured organic reaction records. describe an organic reaction: reactants, conditions, products, and yield Reactants: BrC1=C(C=C(C#N)C=C1)C (4-bromo-3-methyl-benzonitrile), C(CCC)[Li] (n-butyl lithium), C(=O)=O (carbon dioxide). Solvent: O1CCCC1 (tetrahydrofuran). Conditions: temperature -78 celsius, time 1 hour. Product: C(#N)C1=CC(=C(C(=O)O)C=C1)C (4-cyano-2-methyl-benzoic acid). As a reaction SMILES: Br[C:2]1[CH:9]=[CH:8][C:5]([C:6]#[N:7])=[CH:4][C:3]=1[CH3:10].C([Li])CCC.[C:16](=[O:18])=[O:17]>O1CCCC1>[C:6]([C:5]1[CH:8]=[CH:9][C:2]([C:16]([OH:18])=[O:17])=[C:3]([CH3:10])[CH:4]=1)#[N:7]. Procedure: To a solution of 4-bromo-3-methyl-benzonitrile (10.008 g, 51.05 mmol) (commercially available) in tetrahydrofuran (“THF”) (350 ml) was added n-butyl lithium (1.6M in THF) (35 ml, 56.16 mmol) at −78° C. The reaction mixture was stirred at −78° C. for 1 hour. Then carbon dioxide (24.933 g, 566.66 mmol) was added. The reaction mixture was allowed to warm to ambient temperature. The reaction mixture was quenched by addition of water (300 ml), and extracted with diethyl ether (3×300 ml). The phases w... The reactants are CS(=O)(=O)OCCc1cn(CC(=O)Nc2sc3c(c2C(N)=O)CCCC3)nc1C(F)(F)F, CN, O=CO, CN(C)C=O. Yields the product CNCCc1cn(CC(=O)Nc2sc3c(c2C(N)=O)CCCC3)nc1C(F)(F)F. Reaction SMILES: [CH3:1][S:2]([O:3][CH2:6][CH2:7][c:8]1[c:9]([C:29]([F:30])([F:31])[F:32])[n:10][n:11]([CH2:13][C:14](=[O:15])[NH:16][c:17]2[c:18]([C:26]([NH2:27])=[O:28])[c:19]3[c:20]([s:21]2)[CH2:22][CH2:23][CH2:24][CH2:25]3)[cH:12]1)(=[O:4])=[O:5].[CH3:33][NH2:34].[CH:35]([OH:36])=[O:37].[O:38]=[CH:39][N:40]([CH3:41])[CH3:42]>>[CH2:6]([CH2:7][c:8]1[c:9]([C:29]([F:30])([F:31])[F:32])[n:10][n:11]([CH2:13][C:14](=[O:15])[NH:16][c:17]2[c:18]([C:26]([NH2:27])=[O:28])[c:19]3[c:20]([s:21]2)[CH2:22][CH2:23][CH2:24][CH2:25]3)[cH:12]1)[NH:34][CH3:33]. The reactants are OC1=CC2=CC=C(C=C2C=C1)C(=O)O (2-hydroxy-6-carboxynaphthalene), FC(C(CCCCCC)O)(F)F (1,1,1-trifluoro-2-octanol). Reagents/catalysts: S(O)(O)(=O)=O (sulfuric acid). Solvent: C(Cl)Cl (methylene chloride). Reaction conditions: time 2 day. Yields the product OC=1C=C2C=CC(=CC2=CC1)C(=O)OC(C(F)(F)F)CCCCCC (1,1,1-trifluoro-2-octyl 6-hydroxynaphthalene-2-carboxylate). As a reaction SMILES: [OH:1][C:2]1[CH:11]=[CH:10][C:9]2[C:4](=[CH:5][CH:6]=[C:7]([C:12]([OH:14])=[O:13])[CH:8]=2)[CH:3]=1.[F:15][C:16]([F:26])([F:25])[CH:17](O)[CH2:18][CH2:19][CH2:20][CH2:21][CH2:22][CH3:23]>C(Cl)Cl.S(=O)(=O)(O)O>[OH:1][C:2]1[CH:3]=[C:4]2[C:9](=[CH:10][CH:11]=1)[CH:8]=[C:7]([C:12]([O:14][CH:17]([CH2:18][CH2:19][CH2:20][CH2:21][CH2:22][CH3:23])[C:16]([F:15])([F:25])[F:26])=[O:13])[CH:6]=[CH:5]2. Reported procedure: To a solution of 2-hydroxy-6-carboxynaphthalene (1 g) and optically active 1,1,1-trifluoro-2-octanol (1.1 g) in methylene chloride (50 ml) was added a few drops of conc. sulfuric acid and the mixture was refluxed under stirring for about two days.